This data is from the Open Reaction Database (ORD), a public repository of structured organic reaction records. The task is: describe an organic reaction: reactants, conditions, products, and yield Starting materials: O (water), BrC1=CC=C(S1)[C@H]([C@H]1[C@H](CC(N1C)=O)C1=CC=CC=C1)O ((±)-(4R*,5R*)-5-[(1S*)(5-bromo(2-thienyl))hydroxymethyl]-1-methyl-4-phenylpyrrolidin-2-one), NC=1C=C(C=CC1)B(O)O (3-aminophenylboronic acid), compound, FC1=CC=C(C=C1)N=C=O (4-fluorophenylisocyanate). Run in C1CCOC1 (THF). The product is NC=1C=C(C=CC1)C1=CC=C(S1)[C@H]([C@H]1[C@H](CC(N1C)=O)C1=CC=CC=C1)O ((±)-(4R*,5R*)-5-{(1S*) [5-(3-aminophenyl) (2-thienyl)]hydroxymethyl}-1-methyl-4-phenylpyrrolidin-2-one), FC1=CC=C(C=C1)NC(=O)NC=1C=C(C=CC1)C1=CC=C(S1)[C@H]([C@H]1[C@H](CC(N1C)=O)C1=CC=CC=C1)O ((±)-(4R*,5R*)-5-{1(1S*)[5-(3-{[(4-fluorophenyl)amino]carbonylamino}phenyl)(2-thienyl)]hydroxymethyl}-1-methyl-4-phenylpyrrolidin-2-one). Yield: 55.0%. RXN SMILES: Br[C:2]1[S:6][C:5]([C@@H:7]([OH:21])[C@@H:8]2[N:12]([CH3:13])[C:11](=[O:14])[CH2:10][C@@H:9]2[C:15]2[CH:20]=[CH:19][CH:18]=[CH:17][CH:16]=2)=[CH:4][CH:3]=1.[NH2:22][C:23]1[CH:24]=[C:25](B(O)O)[CH:26]=[CH:27][CH:28]=1.[F:32][C:33]1[CH:38]=[CH:37][C:36]([N:39]=[C:40]=[O:41])=[CH:35][CH:34]=1.O>C1COCC1>[NH2:22][C:23]1[CH:28]=[C:27]([C:2]2[S:6][C:5]([C@@H:7]([OH:21])[C@@H:8]3[N:12]([CH3:13])[C:11](=[O:14])[CH2:10][C@@H:9]3[C:15]3[CH:20]=[CH:19][CH:18]=[CH:17][CH:16]=3)=[CH:4][CH:3]=2)[CH:26]=[CH:25][CH:24]=1.[F:32][C:33]1[CH:38]=[CH:37][C:36]([NH:39][C:40]([NH:22][C:23]2[CH:28]=[C:27]([C:2]3[S:6][C:5]([C@@H:7]([OH:21])[C@@H:8]4[N:12]([CH3:13])[C:11](=[O:14])[CH2:10][C@@H:9]4[C:15]4[CH:20]=[CH:19][CH:18]=[CH:17][CH:16]=4)=[CH:4][CH:3]=3)[CH:26]=[CH:25][CH:24]=2)=[O:41])=[CH:35][CH:34]=1. Reported procedure: (±)-(4R*,5R*)-5-{(1S*) [5-(3-aminophenyl) (2-thienyl)]hydroxymethyl}-1-methyl-4-phenylpyrrolidin-2-one was prepared from (±)-(4R*,5R*)-5-[(1S*)(5-bromo(2-thienyl))hydroxymethyl]-1-methyl-4-phenylpyrrolidin-2-one (Example 5, step 2) and 3-aminophenylboronic acid, using a procedure analogous to that described for Examples 5, step 3. A mixture of the resulting compound (0.2 g, 0.53 mmol) and 4-fluorophenylisocyanate (0.073 g, 0.53 mmol) in THF (5 mL) were heated at the reflux temperature for 4 h. T... Starting materials: C(C)(C)(C)OC(=O)N1C(CCCC1)CC(=O)O ((RS)-2-carboxymethyl-piperidine-1-carboxylic acid tert butyl ester), BrCC(=O)C1=CC=CC=C1 (2-bromoacetophenone). Yields the product C(C)(C)(C)OC(=O)N1C(CCCC1)CC(=O)OCC(=O)C1=CC=CC=C1 ((RS)-2-[2-phenyl-2-oxo-ethoxycarbonylmethyl]-piperidine-1-carboxylic tert butyl ester). Isolated yield 95.2%. As a reaction SMILES: [C:1]([O:5][C:6]([N:8]1[CH2:13][CH2:12][CH2:11][CH2:10][CH:9]1[CH2:14][C:15]([OH:17])=[O:16])=[O:7])([CH3:4])([CH3:3])[CH3:2].Br[CH2:19][C:20]([C:22]1[CH:27]=[CH:26][CH:25]=[CH:24][CH:23]=1)=[O:21]>>[C:1]([O:5][C:6]([N:8]1[CH2:13][CH2:12][CH2:11][CH2:10][CH:9]1[CH2:14][C:15]([O:17][CH2:19][C:20]([C:22]1[CH:27]=[CH:26][CH:25]=[CH:24][CH:23]=1)=[O:21])=[O:16])=[O:7])([CH3:4])([CH3:2])[CH3:3]. Procedure details: The title compound (7.07 g) was prepared from (RS)-2-carboxymethyl-piperidine-1-carboxylic acid tert butyl ester (5.0 g) and 2-bromoacetophenone (4.18 g) according to the method of description 36. The reactants are O([Si](C)(C)C(C)(C)C)[C@@](C(C(=O)O)(F)F)(O)[C@H](O)C(O)O[Si](C)(C)C(C)(C)C (3,5-bis(t-butyldimethylsiloxy)-1-hydroxy-2-desoxy-2,2-difluororibose), ClC1=NC(=C2NC=NC2=N1)Cl (2,6-dichloropurine), C1(=CC=CC=C1)P(C1=CC=CC=C1)C1=CC=CC=C1 (triphenylphosphine), N(=NC(=O)OCC)C(=O)OCC (diethyl azodicarboxylate). The solvent is O1CCCC1 (tetrahydrofuran), O1CCCC1 (tetrahydrofuran). Reaction conditions: time 8 hour. Product: ClC1=NC(=C2N=CN(C2=N1)C(=O)C([C@](O)([C@H](O)C(O)O[Si](C)(C)C(C)(C)C)O[Si](C)(C)C(C)(C)C)(F)F)Cl (1-(2,6-dichloro-9H-purin-9-yl)-3,5-bis(t-butyldimethylsiloxy)-2-desoxy-2,2-difluororibose). The yield is 40.5%. As a reaction SMILES: [Cl:1][C:2]1[N:10]=[C:9]2[C:5]([NH:6][CH:7]=[N:8]2)=[C:4]([Cl:11])[N:3]=1.C1(P(C2C=CC=CC=2)C2C=CC=CC=2)C=CC=CC=1.N(C(OCC)=O)=NC(OCC)=O.[O:43]([C@:51]([C@@H:59]([CH:61]([O:63][Si:64]([C:67]([CH3:70])([CH3:69])[CH3:68])([CH3:66])[CH3:65])[OH:62])[OH:60])([OH:58])[C:52]([F:57])([F:56])[C:53](O)=[O:54])[Si:44]([C:47]([CH3:50])([CH3:49])[CH3:48])([CH3:46])[CH3:45]>O1CCCC1>[Cl:1][C:2]1[N:10]=[C:9]2[C:5]([N:6]=[CH:7][N:8]2[C:53]([C:52]([F:57])([F:56])[C@@:51]([O:43][Si:44]([C:47]([CH3:50])([CH3:49])[CH3:48])([CH3:46])[CH3:45])([C@@H:59]([CH:61]([O:63][Si:64]([C:67]([CH3:70])([CH3:69])[CH3:68])([CH3:66])[CH3:65])[OH:62])[OH:60])[OH:58])=[O:54])=[C:4]([Cl:11])[N:3]=1. Procedure: To a solution of 1.89 g (10.0 mmol) of 2,6-dichloropurine in 100 ml of tetrahydrofuran was added 2.62 g (10.0 mmol) of triphenylphosphine and 1.74 g (10.0 mmol) of diethyl azodicarboxylate. To this mixture was added a solution of 3.98 g (10.0 mmol) of 3,5-bis(t-butyldimethylsiloxy)-1-hydroxy-2-desoxy-2,2-difluororibose in 25 ml of tetrahydrofuran and the mixture was stirred at room temperature overnight. The precipitated solid was removed by vacuum filtration and the filtrate was concentrated un...